Dataset: the Open Reaction Database (ORD), a public repository of structured organic reaction records. Task: describe an organic reaction: reactants, conditions, products, and yield Reactants: C1COCCOCCOCCOCCOCCO1 (18-crown-6), C1=NC=CC2=CC=CC=C12 (isoquinoline), [F-].[K+] (KF), FC1=CC=C(C=O)C=C1 (4-fluorobenzaldehyde), FC(S(=O)(=O)OC1=C(C=CC=C1)[Si](C)(C)C)(F)F (2-(trimethylsilyl)phenyl trifluoromethanesulfonate), Pet. ether EtOAc. The solvent is C1CCOC1 (THF). The product is FC1=CC=C(C=C1)C1C2=C(N3C(C4=CC=CC=C4C=C3)O1)C=CC=C2 (6-(4-fluorophenyl)-4bH,6H-benzo[4,5][1,3]oxazino[2,3-a]isoquinoline). The yield is 92.0%. As a reaction SMILES: [CH:1]1[C:10]2[C:5](=[CH:6][CH:7]=[CH:8][CH:9]=2)[CH:4]=[CH:3][N:2]=1.[F:11][C:12]1[CH:19]=[CH:18][C:15]([CH:16]=[O:17])=[CH:14][CH:13]=1.FC(F)(F)S(O[C:26]1[CH:31]=[CH:30][CH:29]=[CH:28][C:27]=1[Si](C)(C)C)(=O)=O.[F-].[K+].C1OCCOCCOCCOCCOCCOC1>C1COCC1>[F:11][C:12]1[CH:19]=[CH:18][C:15]([CH:16]2[O:17][CH:1]3[C:10]4[C:5]([CH:4]=[CH:3][N:2]3[C:27]3[CH:28]=[CH:29][CH:30]=[CH:31][C:26]2=3)=[CH:6][CH:7]=[CH:8][CH:9]=4)=[CH:14][CH:13]=1 |f:3.4|. Procedure details: Following the general procedure, treatment of isoquinoline (0.064 g, 59 μL, 0.50 mmol) and 4-fluorobenzaldehyde (0.093 g, 80 μL, 0.75 mmol) with 2-(trimethylsilyl)phenyl trifluoromethanesulfonate (0.179 g, 146 μL, 0.60 mmol) in the presence of KF (0.070 g, 1.2 mmol) and 18-crown-6 (0.317 g, 1.2 mmol) in THF (2.0 mL) at −10° C. to room temperature for 12 hrs followed by flash column chromatography (Pet. ether/EtOAc=93/07) of the crude reaction mixture afforded 6-(4-fluorophenyl)-4bH,6H-benzo[4,5]... Starting materials: CCOC(=O)C(C)(C)Oc1cccc(O)c1, CN(C)C=O, Cc1ccc(S(=O)(=O)OCCc2nc(-c3cccc(-c4ccccc4)c3)oc2C)cc1. The product is CCOC(=O)C(C)(C)Oc1cccc(OCCc2nc(-c3cccc(-c4ccccc4)c3)oc2C)c1. RXN SMILES: [CH2:32]([CH3:33])[O:34][C:35]([C:36]([CH3:37])([CH3:38])[O:39][c:40]1[cH:41][c:42]([OH:46])[cH:43][cH:44][cH:45]1)=[O:47].[O:48]=[CH:49][N:50]([CH3:51])[CH3:52].[c:1]1(-[c:26]2[cH:27][cH:28][cH:29][cH:30][cH:31]2)[cH:2][c:3](-[c:7]2[o:8][c:9]([CH3:25])[c:10]([CH2:12][CH2:13][O:14][S:15]([c:16]3[cH:17][cH:18][c:19]([CH3:20])[cH:21][cH:22]3)(=[O:23])=[O:24])[n:11]2)[cH:4][cH:5][cH:6]1>>[c:1]1(-[c:26]2[cH:27][cH:28][cH:29][cH:30][cH:31]2)[cH:2][c:3](-[c:7]2[o:8][c:9]([CH3:25])[c:10]([CH2:12][CH2:13][O:14][c:42]3[cH:41][c:40]([O:39][C:36]([C:35]([O:34][CH2:32][CH3:33])=[O:47])([CH3:37])[CH3:38])[cH:45][cH:44][cH:43]3)[n:11]2)[cH:4][cH:5][cH:6]1. The reactants are N#Cc1ccc(N(C(=O)C(F)(F)F)c2cccc3c2CCC2OC32)cc1, ClCCl, CCOCC, [Na+], O=C([O-])O. The product is N#Cc1ccc(N(C(=O)C(F)(F)F)c2cccc3c2CCC(=O)C3)cc1. As a reaction SMILES: [C:1](#[N:2])[c:3]1[cH:4][cH:5][c:6]([N:9]([C:10]([C:11]([F:12])([F:13])[F:14])=[O:15])[c:16]2[c:17]3[c:23]([cH:24][cH:25][cH:26]2)[CH:21]2[CH:20]([CH2:19][CH2:18]3)[O:22]2)[cH:7][cH:8]1.[CH2:37]([Cl:38])[Cl:39].[CH3:32][CH2:33][O:34][CH2:35][CH3:36].[Na+:31].[O-:27][C:28]([OH:29])=[O:30]>>[C:1](#[N:2])[c:3]1[cH:4][cH:5][c:6]([N:9]([C:10]([C:11]([F:12])([F:13])[F:14])=[O:15])[c:16]2[c:17]3[c:23]([cH:24][cH:25][cH:26]2)[CH2:21][C:20](=[O:22])[CH2:19][CH2:18]3)[cH:7][cH:8]1. Reactants: ClC1=CC(=C(C=C1O)N1C(N(C(=CC1=O)C(F)(F)F)C)=O)F (3-(4-chloro-2-fluoro-5-hydroxyphenyl)-1-methyl-6-trifluoromethyl-2,4(1H,3H)-pyrimidinedione), N1(CCCCC1)C(=O)CCC(=O)O (3-[piperidino(carbonyl)]-propionic acid), C1(CCCCC1)N=C=NC1CCCCC1 (N,N'-dicyclohexylcarbodiimide). The reagents and catalysts are CN(C1=CC=NC=C1)C (4-dimethylaminopyridine). The solvent is C(Cl)Cl (methylene chloride). The product is N1(CCCCC1)C(=O)CCC(=O)OC1=C(C=C(C(=C1)N1C(N(C(=CC1=O)C(F)(F)F)C)=O)F)Cl (2-chloro-5-[3,6-dihydro-2,6-dioxo-3-methyl-4-trifluoromethyl-1(2H)-pyrimidinyl]-4 -fluorophenyl 3-[piperidino(carbonyl)]propionate). Reaction SMILES: [Cl:1][C:2]1[C:7]([OH:8])=[CH:6][C:5]([N:9]2[C:14](=[O:15])[CH:13]=[C:12]([C:16]([F:19])([F:18])[F:17])[N:11]([CH3:20])[C:10]2=[O:21])=[C:4]([F:22])[CH:3]=1.[N:23]1([C:29]([CH2:31][CH2:32][C:33](O)=[O:34])=[O:30])[CH2:28][CH2:27][CH2:26][CH2:25][CH2:24]1.C1(N=C=NC2CCCCC2)CCCCC1>CN(C)C1C=CN=CC=1.C(Cl)Cl>[N:23]1([C:29]([CH2:31][CH2:32][C:33]([O:8][C:7]2[CH:6]=[C:5]([N:9]3[C:14](=[O:15])[CH:13]=[C:12]([C:16]([F:18])([F:17])[F:19])[N:11]([CH3:20])[C:10]3=[O:21])[C:4]([F:22])=[CH:3][C:2]=2[Cl:1])=[O:34])=[O:30])[CH2:28][CH2:27][CH2:26][CH2:25][CH2:24]1. Procedure details: using 3-(4-chloro-2-fluoro-5-hydroxyphenyl)-1-methyl-6-trifluoromethyl-2,4(1H,3H)-pyrimidinedione and 3-[piperidino(carbonyl)]-propionic acid with N,N'-dicyclohexylcarbodiimide and 4-dimethylaminopyridine as the catalyst in methylene chloride there is obtained 2-chloro-5-[3,6-dihydro-2,6-dioxo-3-methyl-4-trifluoromethyl-1(2H)-pyrimidinyl]-4 -fluorophenyl 3-[piperidino(carbonyl)]propionate. 1H-NMR (CDC3, 400 MHz): 7.35 ppm (d,1H), 7.20 ppm (d,1H), 6.36 ppm (s,1H), 3.50-3.60 ppm (m,5H), 3.42 ppm (... Reactants: COC([C@H](CC1=CC=C(C=C1)C1=CC=C(C=C1)C#N)NC(=O)C1NCC=2C=C3C(=CC2C1)OC[C@@H](O3)C3=CC=C(C=C3)OCC3=CC(=C(C=C3)Cl)Cl)=O ((S)-3-(4′-Cyano-biphenyl-4-yl)-2-({(S)-3-[4-(3,4-dichloro-benzyloxy)-phenyl]-2,3,6,7,8,9-hexahydro-[1,4]dioxino[2,3-g]isoquinoline-8-carbonyl}-amino)-propionic acid methyl ester), C1=CC=CC=C1 (benzene). Yields the product COC([C@H](CC1=CC=C(C=C1)C1=CC=C(C=C1)C#N)NC(=O)C1N(CC=2C=C3C(=CC2C1)OC[C@@H](O3)C3=CC=C(C=C3)OCC3=CC(=C(C=C3)Cl)Cl)C(N[C@@H](C)C3=CC=CC=C3)=O)=O ((S)-3-(4′-cyano-biphenyl-4-yl)-2-{[(S)-3-[4-(3,4-dichloro-benzyloxy)-phenyl]-7-((S)-1-phenyl-ethylcarbamoyl)-2,3,6,7,8,9-hexahydro-[1,4]dioxino[2,3-g]isoquinoline-8-carbonyl]-amino}-propionic acid methyl ester). Reaction SMILES: [CH3:1][O:2][C:3](=[O:53])[C@@H:4]([NH:20][C:21]([CH:23]1[CH2:32][C:31]2[CH:30]=[C:29]3[O:33][CH2:34][C@H:35]([C:37]4[CH:42]=[CH:41][C:40]([O:43][CH2:44][C:45]5[CH:50]=[CH:49][C:48]([Cl:51])=[C:47]([Cl:52])[CH:46]=5)=[CH:39][CH:38]=4)[O:36][C:28]3=[CH:27][C:26]=2[CH2:25][NH:24]1)=[O:22])[CH2:5][C:6]1[CH:11]=[CH:10][C:9]([C:12]2[CH:17]=[CH:16][C:15]([C:18]#[N:19])=[CH:14][CH:13]=2)=[CH:8][CH:7]=1.[CH:54]1[CH:59]=[CH:58][CH:57]=[CH:56][CH:55]=1>>[CH3:1][O:2][C:3](=[O:53])[C@@H:4]([NH:20][C:21]([CH:23]1[CH2:32][C:31]2[CH:30]=[C:29]3[O:33][CH2:34][C@H:35]([C:37]4[CH:42]=[CH:41][C:40]([O:43][CH2:44][C:45]5[CH:50]=[CH:49][C:48]([Cl:51])=[C:47]([Cl:52])[CH:46]=5)=[CH:39][CH:38]=4)[O:36][C:28]3=[CH:27][C:26]=2[CH2:25][N:24]1[C:21](=[O:22])[NH:20][C@H:4]([C:54]1[CH:59]=[CH:58][CH:57]=[CH:56][CH:55]=1)[CH3:3])=[O:22])[CH2:5][C:6]1[CH:11]=[CH:10][C:9]([C:12]2[CH:13]=[CH:14][C:15]([C:18]#[N:19])=[CH:16][CH:17]=2)=[CH:8][CH:7]=1. Reported procedure: (S)-3-(4′-Cyano-biphenyl-4-yl)-2-({(S)-3-[4-(3,4-dichloro-benzyloxy)-phenyl]-2,3,6,7,8,9-hexahydro-[1,4]dioxino[2,3-g]isoquinoline-8-carbonyl}-amino)-propionic acid methyl ester (25 mg) was reacted with (S)-1-isocyanato-ethyl)-benzene (25 mg) to give (S)-3-(4′-cyano-biphenyl-4-yl)-2-{[(S)-3-[4-(3,4-dichloro-benzyloxy)-phenyl]-7-((S)-1-phenyl-ethylcarbamoyl)-2,3,6,7,8,9-hexahydro-[1,4]dioxino[2,3-g]isoquinoline-8-carbonyl]-amino}-propionic acid methyl ester according to General Procedure I. This ... Reactants: FC(C(=C)C1=CC=CC=2CN(CCOC21)C(=O)OC(C)(C)C)(F)F (tert-butyl 9-[1-(trifluoromethyl)ethenyl]-2,3-dihydro-1,4-benzoxazepine-4(5H)-carboxylate). Reagents/catalysts: [Pd] (palladium on carbon). Run in CO (methanol). Conditions: time 12 hour. Product: FC(C(C)C1=CC=CC=2CN(CCOC21)C(=O)OC(C)(C)C)(F)F (tert-butyl 9-(2,2,2-trifluoro-1-methylethyl)-2,3-dihydro-1,4-benzoxazepine-4(5H)-carboxylate). Isolated yield 33.1%. RXN SMILES: [F:1][C:2]([F:24])([F:23])[C:3]([C:5]1[C:15]2[O:14][CH2:13][CH2:12][N:11]([C:16]([O:18][C:19]([CH3:22])([CH3:21])[CH3:20])=[O:17])[CH2:10][C:9]=2[CH:8]=[CH:7][CH:6]=1)=[CH2:4]>[Pd].CO>[F:24][C:2]([F:1])([F:23])[CH:3]([C:5]1[C:15]2[O:14][CH2:13][CH2:12][N:11]([C:16]([O:18][C:19]([CH3:21])([CH3:20])[CH3:22])=[O:17])[CH2:10][C:9]=2[CH:8]=[CH:7][CH:6]=1)[CH3:4]. Procedure: A mixture of tert-butyl 9-[1-(trifluoromethyl)ethenyl]-2,3-dihydro-1,4-benzoxazepine-4(5H)-carboxylate (300 mg, 0.874 mmol) and 10% palladium on carbon (50.0 mg) in methanol (6 ml) was stirred under a hydrogen atmosphere for 12 hr. The reaction mixture was filtered, and the filtrate was concentrated. The residue was poured into water, and the mixture was extracted with ethyl acetate. The extract was dried over anhydrous magnesium sulfate, and the solvent was evaporated under reduced pressure to ...